Dataset: the Open Reaction Database (ORD), a public repository of structured organic reaction records. Task: describe an organic reaction: reactants, conditions, products, and yield Starting materials: O1C(CCCC1)N1C=NC2=C1C=CC(=C2)C=O (1-(tetrahydro-2H-pyran-2-yl)-1H-benzo[d]imidazole-5-carbaldehyde), CN (MeNH2). Solvent: CO (MeOH), CCO (EtOH). Reaction conditions: time 2 hour. Yields the product O1C(CCCC1)N1C=NC2=C1C=CC(=C2)C=NC (N-((1-(tetrahydro-2H-pyran-2-yl)-1H-benzo[d]imidazol-5-yl)methylene)-methanamine). Isolated yield 94.0%. RXN SMILES: [O:1]1[CH2:6][CH2:5][CH2:4][CH2:3][CH:2]1[N:7]1[C:11]2[CH:12]=[CH:13][C:14]([CH:16]=O)=[CH:15][C:10]=2[N:9]=[CH:8]1.[CH3:18][NH2:19]>CO.CCO>[O:1]1[CH2:6][CH2:5][CH2:4][CH2:3][CH:2]1[N:7]1[C:11]2[CH:12]=[CH:13][C:14]([CH:16]=[N:19][CH3:18])=[CH:15][C:10]=2[N:9]=[CH:8]1. Procedure details: To a solution of 64 (1.0 g, 4.34 mmol) in MeOH (10 mL) at 0° C. was added a solution of MeNH2 in EtOH (33%, 2 mL). After stirring at RT for 2 h, the mixture was concentrated under reduced pressure to afford 1.0 g (94%) of N-((1-(tetrahydro-2H-pyran-2-yl)-1H-benzo[d]imidazol-5-yl)methylene)-methanamine (66) as yellow oil: MS (ESI) m/z=244.2 [M+1]+. Reactants: ClC1=C(CNC(C(CN2C(C3=CC=CC=C3C2=O)=O)(C)C)=O)C=CC=C1 (N-(2-chlorobenzyl)-3-(1,3-dioxoisoindolin-2-yl)-2,2-dimethylpropanamide), NN (hydrazine). Run in CO (methanol). Conditions: time 8 hour. Product: NCC(C(=O)NCC1=C(C=CC=C1)Cl)(C)C (3-amino-N-(2-chlorobenzyl)-2,2-dimethylpropanamide). Reaction SMILES: [Cl:1][C:2]1[CH:26]=[CH:25][CH:24]=[CH:23][C:3]=1[CH2:4][NH:5][C:6](=[O:22])[C:7]([CH3:21])([CH3:20])[CH2:8][N:9]1C(=O)C2C(=CC=CC=2)C1=O.NN>CO>[NH2:9][CH2:8][C:7]([CH3:21])([CH3:20])[C:6]([NH:5][CH2:4][C:3]1[CH:23]=[CH:24][CH:25]=[CH:26][C:2]=1[Cl:1])=[O:22]. Reported procedure: To a solution of N-(2-chlorobenzyl)-3-(1,3-dioxoisoindolin-2-yl)-2,2-dimethylpropanamide (0.50 g, 1.35 mmol) in methanol (5 mL) was added hydrazine (423 μL, 13.5 mmol, 10 equiv.). The reaction mixture was stirred overnight. The crude mixture was concentrated. The resulting residue was dried in vacuum to give 3-amino-N-(2-chlorobenzyl)-2,2-dimethylpropanamide, which was used without further purification. LRMS (M+H+) m/z 241.1. The reactants are BrC=1C=C2CC[C@@H](C2=CC1)N ((S)-5-bromo-indan-1-ylamine), FC(C(=O)NC1(COC1)C(=O)O)(F)F (3-(2,2,2-trifluoro-acetylamino)-oxetane-3-carboxylic acid), NC1(COC1)C(=O)O (3-amino-oxetane-3-carboxylic acid), C(C)OC(C(F)(F)F)=O (trifluoro-acetic acid ethyl ester). Product: BrC=1C=C2CC[C@@H](C2=CC1)NC(=O)C1(COC1)NC(C(F)(F)F)=O (3-(2,2,2-trifluoro-acetylamino)-oxetane-3-carboxylic acid ((S)-5-bromo-indan-1-yl)-amide). As a reaction SMILES: [Br:1][C:2]1[CH:3]=[C:4]2[C:8](=[CH:9][CH:10]=1)[C@@H:7]([NH2:11])[CH2:6][CH2:5]2.[F:12][C:13]([F:25])([F:24])[C:14]([NH:16][C:17]1([C:21](O)=[O:22])[CH2:20][O:19][CH2:18]1)=[O:15].NC1(C(O)=O)COC1.C(OC(=O)C(F)(F)F)C>>[Br:1][C:2]1[CH:3]=[C:4]2[C:8](=[CH:9][CH:10]=1)[C@@H:7]([NH:11][C:21]([C:17]1([NH:16][C:14](=[O:15])[C:13]([F:25])([F:12])[F:24])[CH2:18][O:19][CH2:20]1)=[O:22])[CH2:6][CH2:5]2. Procedure details: In analogy to the procedure described for the preparation of intermediate A-1 [B] and A-1 [C], (S)-5-bromo-indan-1-ylamine has been coupled with 3-(2,2,2-trifluoro-acetylamino)-oxetane-3-carboxylic acid (prepared from 3-amino-oxetane-3-carboxylic acid and trifluoro-acetic acid ethyl ester in analogy to the procedure described for the preparation of intermediate A-1 [A]) to give 3-(2,2,2-trifluoro-acetylamino)-oxetane-3-carboxylic acid ((S)-5-bromo-indan-1-yl)-amide, which was subsequently reacte... Starting materials: ClC1=CC=C(C=C1)S(=O)(=O)CCCC=1C=CC(=C(NC(C2=CC(=CC=C2)OCC=2SC3=C(N2)C=CC(=C3)OC)=O)C1)O (5'-[3-(4-chlorophenylsulfonyl)propyl]-2'-hydroxy-3-(6-methoxy-2-benzothiazolylmethoxy)benzanilide), C([O-])([O-])=O.[K+].[K+] (potassium carbonate), BrCC(=O)OCC (ethyl bromoacetate), CN(C=O)C (dimethylformamide). The solvent is O (Water). Reaction conditions: time 12 hour. Product: ClC1=CC=C(C=C1)S(=O)(=O)CCCC1=CC(=C(OCC(=O)O)C=C1)NC(C1=CC(=CC=C1)OCC=1SC2=C(N1)C=CC(=C2)OC)=O (4-[3-(4-chlorophenylsulfonyl)propyl]-2-[3-[(6-methoxy-2-benzothiazolyl)methoxy]benzoylamino]phenoxyacetic acid). Yield: 43.8%. Reaction SMILES: [Cl:1][C:2]1[CH:7]=[CH:6][C:5]([S:8]([CH2:11][CH2:12][CH2:13][C:14]2[CH:15]=[CH:16][C:17]([OH:42])=[C:18]([CH:41]=2)[NH:19][C:20](=[O:40])[C:21]2[CH:26]=[CH:25][CH:24]=[C:23]([O:27][CH2:28][C:29]3[S:30][C:31]4[CH:37]=[C:36]([O:38][CH3:39])[CH:35]=[CH:34][C:32]=4[N:33]=3)[CH:22]=2)(=[O:10])=[O:9])=[CH:4][CH:3]=1.C(=O)([O-])[O-].[K+].[K+].Br[CH2:50][C:51]([O:53]CC)=[O:52].CN(C)C=O>O>[Cl:1][C:2]1[CH:7]=[CH:6][C:5]([S:8]([CH2:11][CH2:12][CH2:13][C:14]2[CH:15]=[CH:16][C:17]([O:42][CH2:50][C:51]([OH:53])=[O:52])=[C:18]([NH:19][C:20](=[O:40])[C:21]3[CH:26]=[CH:25][CH:24]=[C:23]([O:27][CH2:28][C:29]4[S:30][C:31]5[CH:37]=[C:36]([O:38][CH3:39])[CH:35]=[CH:34][C:32]=5[N:33]=4)[CH:22]=3)[CH:41]=2)(=[O:9])=[O:10])=[CH:4][CH:3]=1 |f:1.2.3|. Reported procedure: A mixture of 5'-[3-(4-chlorophenylsulfonyl)propyl]-2'-hydroxy-3-(6-methoxy-2-benzothiazolylmethoxy)benzanilide (301 mg, 0.48 mmol), potassium carbonate (135 mg, 0.98 mmol), ethyl bromoacetate (81 mg, 0.49 mmol) and dimethylformamide (5 ml) was stirred at room temperature for 12 hours. Water was added to the reaction solution and the product formed was extracted with ethyl acetate. The extract was washed with water and brine in that order, dried over anhydrous sodium sulfate, and then concentrate... Reactants: CC(=O)O, [Cl-], Cc1nc(NCC(C)C)sc1C(=O)c1ccc(N)c([N+](=O)[O-])c1. Product: Cc1nc(NCC(C)C)sc1C(=O)c1ccc(N)c(N)c1. Reaction SMILES: [CH3:25][C:26](=[O:27])[OH:28].[Cl-:24].[NH2:1][c:2]1[c:3]([N+:21]([O-:22])=[O:23])[cH:4][c:5]([C:8](=[O:9])[c:10]2[c:11]([CH3:20])[n:12][c:13]([NH:15][CH2:16][CH:17]([CH3:18])[CH3:19])[s:14]2)[cH:6][cH:7]1>>[NH2:1][c:2]1[c:3]([NH2:21])[cH:4][c:5]([C:8](=[O:9])[c:10]2[c:11]([CH3:20])[n:12][c:13]([NH:15][CH2:16][CH:17]([CH3:18])[CH3:19])[s:14]2)[cH:6][cH:7]1. The reactants are FC=1C=C(C=CC1F)OC(N(C)[C@@H]1CC[C@H](CC1)O)=O (trans-(4-Hydroxy-cyclohexyl)-methyl-carbamic acid 3,4-difluoro-phenyl ester), [OH-].[Na+] (NaOH), BrCCCCBr (1,4-dibromobutane). Reagents/catalysts: S(=O)(=O)(O)[O-].C(CCC)[N+](CCCC)(CCCC)CCCC (tetrabutylammonium hydrogen sulfate). Conditions: time 2.5 day. Product: FC=1C=C(C=CC1F)OC(N(C)[C@@H]1CC[C@H](CC1)OCCCCBr)=O (trans-[4-(4-bromo-butoxy)-cyclohexyl]-methyl-carbamic acid 3,4-difluoro-phenyl ester). Yield: 31.0%. Reaction SMILES: [F:1][C:2]1[CH:3]=[C:4]([O:9][C:10](=[O:20])[N:11]([C@H:13]2[CH2:18][CH2:17][C@H:16]([OH:19])[CH2:15][CH2:14]2)[CH3:12])[CH:5]=[CH:6][C:7]=1[F:8].[OH-].[Na+].[Br:23][CH2:24][CH2:25][CH2:26][CH2:27]Br>S([O-])(O)(=O)=O.C([N+](CCCC)(CCCC)CCCC)CCC>[F:1][C:2]1[CH:3]=[C:4]([O:9][C:10](=[O:20])[N:11]([C@H:13]2[CH2:18][CH2:17][C@H:16]([O:19][CH2:27][CH2:26][CH2:25][CH2:24][Br:23])[CH2:15][CH2:14]2)[CH3:12])[CH:5]=[CH:6][C:7]=1[F:8] |f:1.2,4.5|. Reported procedure: A solution of 11.6 g (containing 31 mmol) of crude trans-(4-Hydroxy-cyclohexyl)-methyl-carbamic acid 3,4-difluoro-phenyl ester in 110 ml of 1,4-dibromobutane was treated with 3.16 g (9.3 mmol) tetrabutylammonium hydrogen sulfate and 200 ml of aqueous 50% NaOH and stirred for 2.5 days at RT. The reaction was extracted (CH2Cl2 2×). The organic phase was dried over Na2SO4, evaporated and purified by flash silica gel column (first with hexane to remove the dibromobutane and then hexane/EtOAc 1:1) to...